From a dataset of the Open Reaction Database (ORD), a public repository of structured organic reaction records. describe an organic reaction: reactants, conditions, products, and yield Solvent: C(C)O (ethanol). Procedure details: A total of 17.8 g of nicotinoyl chloride hydrochloride was dissolved in 150 ml of pyridine and 50 ml of dimethylformamide and the solution treated slowly with stirring at a temperature not over 15° with 22.2 g of benzyl-(R)-α-hydroxy-isovalerate (prepared from (R)-2-hydroxy-isovaleric acid and benzyl chloride in a manner analogous to that described for the preparation of the corresponding compound in Example 1). After stirring for two hours at room temperature, the mixture was evaporated under r... As a reaction SMILES: C([O:8][C:9](=[O:24])[C@H:10]([O:15][C:16](=[O:23])[C:17]1[CH:22]=[CH:21][CH:20]=[N:19][CH:18]=1)[CH2:11][CH:12]([CH3:14])[CH3:13])C1C=CC=CC=1.[H][H]>[Pd].C(O)C>[C:16]([O:15][C@H:10]([CH2:11][CH:12]([CH3:14])[CH3:13])[C:9]([OH:24])=[O:8])(=[O:23])[C:17]1[CH:22]=[CH:21][CH:20]=[N:19][CH:18]=1. Reactants: C(C1=CC=CC=C1)OC([C@@H](CC(C)C)OC(C1=CN=CC=C1)=O)=O (benzyl-(R)-2-(nicotinoyloxy)-isocaproate), [H][H] (hydrogen). Reagents/catalysts: [Pd] (palladium-on-charcoal). Product: C(C1=CN=CC=C1)(=O)O[C@@H](C(=O)O)CC(C)C ((R)-2-(nicotinoyloxy)isocaproic acid). The reactants are CCOC(C)=O, COC1CCCC=C1c1c[nH]c2ccccc12. Yields the product COC1CCCCC1c1c[nH]c2ccccc12. Reaction SMILES: [CH3:18][CH2:19][O:20][C:21]([CH3:22])=[O:23].[CH3:1][O:2][CH:3]1[CH2:4][CH2:5][CH2:6][CH:7]=[C:8]1[c:9]1[cH:10][nH:11][c:12]2[cH:13][cH:14][cH:15][cH:16][c:17]12>>[CH3:1][O:2][CH:3]1[CH2:4][CH2:5][CH2:6][CH2:7][CH:8]1[c:9]1[cH:10][nH:11][c:12]2[cH:13][cH:14][cH:15][cH:16][c:17]12. Reactants: [Li]CCCC, COCCOC, CCCCCC, O=S(=O)(Cc1cccnc1Cl)c1ccc(Cl)cc1, ICCCCCCI, O. Yields the product O=S(=O)(c1ccc(Cl)cc1)C1(c2cccnc2Cl)CCCCCC1. As a reaction SMILES: [CH2:1]([Li:2])[CH2:3][CH2:4][CH3:5].[CH2:39]([CH2:40][O:41][CH3:42])[O:43][CH3:44].[CH3:6][CH2:7][CH2:8][CH2:9][CH2:10][CH3:11].[Cl:12][c:13]1[n:14][cH:15][cH:16][cH:17][c:18]1[CH2:19][S:20](=[O:21])(=[O:22])[c:23]1[cH:24][cH:25][c:26]([Cl:29])[cH:27][cH:28]1.[I:30][CH2:31][CH2:32][CH2:33][CH2:34][CH2:35][CH2:36][I:37].[OH2:38]>>[CH2:6]1[CH2:7][CH2:8][CH2:9][CH2:10][CH2:11][C:19]1([c:18]1[c:13]([Cl:12])[n:14][cH:15][cH:16][cH:17]1)[S:20](=[O:21])(=[O:22])[c:23]1[cH:24][cH:25][c:26]([Cl:29])[cH:27][cH:28]1. Reactants: NO (Hydroxylamine), C(#N)C=1C=C2C=CN(C2=CC1)CCC(C)(C)NC[C@H](O)C=1C=C(C=CC1)NS(=O)(=O)C1=CC=CC=C1 (N-(3-{(R)-2-[3-(5-cyano-indol-1-yl)-1,1-dimethyl-propylamino]-1-hydroxy-ethyl}-phenyl)-benzenesulphonamide). The solvent is C(C)O (ethanol). Yields the product C1(=CC=CC=C1)S(=O)(=O)NC=1C=C(C=CC1)[C@H](CNC(CCN1C=CC2=CC(=CC=C12)C(=N)NO)(C)C)O (1-{3-[(R)-2-[3-(phenylsulphonylamino)-phenyl]-2-hydroxy-ethylamino]-3-methyl-butyl}-N-hydroxy-1H-indole-5-carboxamidine). As a reaction SMILES: [NH2:1][OH:2].[C:3]([C:5]1[CH:6]=[C:7]2[C:11](=[CH:12][CH:13]=1)[N:10]([CH2:14][CH2:15][C:16]([NH:19][CH2:20][C@@H:21]([C:23]1[CH:24]=[C:25]([NH:29][S:30]([C:33]3[CH:38]=[CH:37][CH:36]=[CH:35][CH:34]=3)(=[O:32])=[O:31])[CH:26]=[CH:27][CH:28]=1)[OH:22])([CH3:18])[CH3:17])[CH:9]=[CH:8]2)#[N:4]>C(O)C>[C:33]1([S:30]([NH:29][C:25]2[CH:24]=[C:23]([C@@H:21]([OH:22])[CH2:20][NH:19][C:16]([CH3:17])([CH3:18])[CH2:15][CH2:14][N:10]3[C:11]4[C:7](=[CH:6][C:5]([C:3]([NH:1][OH:2])=[NH:4])=[CH:13][CH:12]=4)[CH:8]=[CH:9]3)[CH:28]=[CH:27][CH:26]=2)(=[O:32])=[O:31])[CH:38]=[CH:37][CH:36]=[CH:35][CH:34]=1. Procedure: Hydroxylamine (600 μl) is added to a solution of N-(3-{(R)-2-[3-(5-cyano-indol-1-yl)-1,1-dimethyl-propylamino]-1-hydroxy-ethyl}-phenyl)-benzenesulphonamide (Example 1) (170 mg, 0.34 mmol) in 5 ml of ethanol. The reaction mixture is refluxed for 5 hours. Then the solvent is eliminated in vacuo. Starting materials: NC=1C(=CC2=C(N(N=C2C1)C1=CC=C(C=C1)Br)C(=O)NC)C1CC1 (6-amino-2-(4-bromophenyl)-5-cyclopropyl-N-methyl-2H-indazole-3-carboxamide), FC(S(=O)(=O)Cl)F (difluoromethanesulfonyl chloride). The solvent is N1=CC=CC=C1 (pyridine). Run at time 3 day. Product: BrC1=CC=C(C=C1)N1N=C2C=C(C(=CC2=C1C(=O)NC)C1CC1)NS(=O)(=O)C(F)F (2-(4-Bromophenyl)-5-cyclopropyl-6-{[(difluoromethyl)sulfonyl]amino}-N-methyl-2H-indazole-3-carboxamide). Isolated yield 69.0%. As a reaction SMILES: [NH2:1][C:2]1[C:3]([CH:22]2[CH2:24][CH2:23]2)=[CH:4][C:5]2[C:9]([CH:10]=1)=[N:8][N:7]([C:11]1[CH:16]=[CH:15][C:14]([Br:17])=[CH:13][CH:12]=1)[C:6]=2[C:18]([NH:20][CH3:21])=[O:19].[F:25][CH:26]([F:31])[S:27](Cl)(=[O:29])=[O:28]>N1C=CC=CC=1>[Br:17][C:14]1[CH:13]=[CH:12][C:11]([N:7]2[C:6]([C:18]([NH:20][CH3:21])=[O:19])=[C:5]3[C:9]([CH:10]=[C:2]([NH:1][S:27]([CH:26]([F:31])[F:25])(=[O:29])=[O:28])[C:3]([CH:22]4[CH2:24][CH2:23]4)=[CH:4]3)=[N:8]2)=[CH:16][CH:15]=1. Procedure details: Compound (47) was prepared by the following method: To a suspension of 6-amino-2-(4-bromophenyl)-5-cyclopropyl-N-methyl-2H-indazole-3-carboxamide (20 mg, 0.052 mmol) in neat pyridine (1 mL) at 0° C. was added difluoromethanesulfonyl chloride (60 μL). After 3 d, the reaction was quenched with saturated aqueous ammonium chloride (1 mL) and then extracted with ethyl acetate (3×2 mL). The combined organics were washed with 1M aqueous citric acid (2 mL), brine (2 mL) then dried (MgSO4) and concentrat...